Dataset: the Open Reaction Database (ORD), a public repository of structured organic reaction records. Task: describe an organic reaction: reactants, conditions, products, and yield Procedure: The product was prepared by General procedure T using 98 mg (0.55 mmol) Cy2BH, 68 μL (0.55 mmol) 3,3-dimethyl-1-butyne, 0.78 mL (1.55 mmol, 2.0 M in hexanes) Et2Zn, 4.8 mg (0.02 mmol) (−)-MIB, 61 μL (0.50 mmol) cyclohexane carboxaldehyde, 100 μL (0.10 mmol, 1.0 M in hexanes) Ti(OiPr)4, and 21 μL (0.10 mmol) (+)-DIPT. The crude product was purified by column chromatography (5% ethyl acetate in hexanes) to afford the title compound in 74% yield (79 mg, 0.37 mmol). threo-diastereomer: White solid. ... The reagents and catalysts are CC(C)O[Ti](OC(C)C)(OC(C)C)OC(C)C (Ti(OiPr)4). RXN SMILES: B(C1CCCCC1)C1CCCCC1.[CH3:14][C:15]([CH3:19])([CH3:18])[C:16]#[CH:17].[Zn](CC)CC.[CH:25]1([CH:31]=[O:32])[CH2:30][CH2:29][CH2:28][CH2:27][CH2:26]1.CC([O:36]C([C@H](O)[C@@H](O)C(OC(C)C)=O)=O)C>CC(O[Ti](OC(C)C)(OC(C)C)OC(C)C)C>[C:15]([CH:16]1[O:36][CH:17]1[CH:31]([CH:25]1[CH2:30][CH2:29][CH2:28][CH2:27][CH2:26]1)[OH:32])([CH3:19])([CH3:18])[CH3:14]. Isolated yield 74.0%. Reactants: B(C1CCCCC1)C1CCCCC1 (Cy2BH), C1(CCCCC1)C=O (cyclohexane carboxaldehyde), CC(C)OC(=O)[C@@H]([C@H](C(=O)OC(C)C)O)O ((+)-DIPT), CC(C#C)(C)C (3,3-dimethyl-1-butyne), [Zn](CC)CC (Et2Zn). Yields the product C(C)(C)(C)C1C(O1)C(O)C1CCCCC1 ((3-tert-Butyl-oxiranyl)-cyclohexyl-methanol). The yield is 65.0%. Procedure: A mixture of methyl 4-formylbenzoate (5.0 g, 0.03 mol) and N-methyl-1,2-phenylene diamine (3.7 g, 0.03 mol) in nitrobenzene was heated at 140-150° C. overnight, cooled to room temperature, filtered and the filtercake washed with hexane. The combined filtrates were evaporated to dryness under reduced pressure. The resultant residue was purified by flash chromatography (silica, CHCl3:MeOH 95:5) to afford the title compound in 65% yield, identified by NMR and mass spectral analyses. 1H NMR (400 MHz... Reaction SMILES: [CH:1]([C:3]1[CH:12]=[CH:11][C:6]([C:7]([O:9][CH3:10])=[O:8])=[CH:5][CH:4]=1)=O.[CH3:13][NH:14][C:15]1[CH:20]=[CH:19][CH:18]=[CH:17][C:16]=1[NH2:21]>[N+](C1C=CC=CC=1)([O-])=O>[CH3:13][N:14]1[C:15]2[CH:20]=[CH:19][CH:18]=[CH:17][C:16]=2[N:21]=[C:1]1[C:3]1[CH:12]=[CH:11][C:6]([C:7]([O:9][CH3:10])=[O:8])=[CH:5][CH:4]=1. Yields the product CN1C(=NC2=C1C=CC=C2)C2=CC=C(C(=O)OC)C=C2 (Methyl 4-(1-Methyl-1H-benzimidazol-2-yl)benzoate). The reactants are C(=O)C1=CC=C(C(=O)OC)C=C1 (methyl 4-formylbenzoate), CNC1=C(C=CC=C1)N (N-methyl-1,2-phenylene diamine). Reaction conditions: temperature 145 celsius. Solvent: [N+](=O)([O-])C1=CC=CC=C1 (nitrobenzene). The reactants are NC1=C(C(=NN1C1=C(C=C(C=C1Cl)C(F)(F)F)Cl)C(F)(F)F)I (5-amino-1-(2,6-dichloro-4-trifluoromethylphenyl)-4-iodo-3-trifluoromethylpyrazole), C[Si](C)(C)C#C (trimethylsilylacetylene), cuprous iodide. The reagents and catalysts are Cl[Pd]([P](C1=CC=CC=C1)(C2=CC=CC=C2)C3=CC=CC=C3)([P](C4=CC=CC=C4)(C5=CC=CC=C5)C6=CC=CC=C6)Cl (bis(triphenylphosphine)palladium(II) chloride). Solvent: C(C)N(CC)CC (triethylamine), CN(C=O)C (dimethylformamide), O (water), CCOCC (ether). Run at time 8 hour. The product is NC1=C(C(=NN1C1=C(C=C(C=C1Cl)C(F)(F)F)Cl)C(F)(F)F)C#C[Si](C)(C)C (5-Amino-1-(2,6-dichloro-4-trifluoromethylphenyl)-3-trifluoromethyl-4-trimethylsilylethynylpyrazole). Reaction SMILES: [NH2:1][C:2]1[N:6]([C:7]2[C:12]([Cl:13])=[CH:11][C:10]([C:14]([F:17])([F:16])[F:15])=[CH:9][C:8]=2[Cl:18])[N:5]=[C:4]([C:19]([F:22])([F:21])[F:20])[C:3]=1I.[CH3:24][Si:25]([C:28]#[CH:29])([CH3:27])[CH3:26]>C(N(CC)CC)C.CN(C)C=O.O.CCOCC.Cl[Pd](Cl)([P](C1C=CC=CC=1)(C1C=CC=CC=1)C1C=CC=CC=1)[P](C1C=CC=CC=1)(C1C=CC=CC=1)C1C=CC=CC=1>[NH2:1][C:2]1[N:6]([C:7]2[C:12]([Cl:13])=[CH:11][C:10]([C:14]([F:17])([F:16])[F:15])=[CH:9][C:8]=2[Cl:18])[N:5]=[C:4]([C:19]([F:22])([F:21])[F:20])[C:3]=1[C:29]#[C:28][Si:25]([CH3:27])([CH3:26])[CH3:24] |^1:50,69|. Reported procedure: To a stirred solution of 5-amino-1-(2,6-dichloro-4-trifluoromethylphenyl)-4-iodo-3-trifluoromethylpyrazole (28 g) in triethylamine (120 ml) and dimethylformamide (24 ml) at room temperature was added trimethylsilylacetylene (12 ml), cuprous iodide (0.6 g) and bis(triphenylphosphine)palladium(II) chloride (1.2 g). The mixture was heated under reflux for 4 hours and then left at room temperature overnight. The reaction mixture was diluted with water (500 ml) and ether (500 ml) and filtered. The fi... Reactants: FC(C(=O)O)(F)F.N[C@H](C(=O)N[C@@H](CC1=CC=C(C=C1)C1=CC(NS1(=O)=O)=O)C(N)=O)CC1=CC=CC=C1 ((S)-2-Amino-N-{(S)-1-carbamoyl-2-[4-(1,1,3-trioxo-2,3-dihydro-1H-1λ6-isothiazol-5-yl)-phenyl]-ethyl}-3-phenyl-propionamide Trifluoroacetate), C(C)OP(=O)(OCC)C(C1=CC=C(C=C1)CC(=O)O)(F)F ({4-[(diethoxy-phosphoryl)-difluoro-methyl]-phenyl}-acetic acid). Yields the product C(C)OP(OCC)(=O)C(F)(F)C1=CC=C(C=C1)CC(N[C@@H](CC1=CC=CC=C1)C(N[C@@H](CC1=CC=C(C=C1)C1=CC(NS1(=O)=O)=O)C(N)=O)=O)=O (({4-[((S)-1-{(S)-1-Carbamoyl-2-[4-(1,1,3-trioxo-2,3-dihydro-1H-1λ6-isothiazol-5-yl)-phenyl]-ethylcarbamoyl}-2-phenyl-ethylcarbamoyl)-methyl]-phenyl}-difluoro-methyl)-phosphonic acid diethyl ester). Reaction SMILES: FC(F)(F)C(O)=O.[NH2:8][C@@H:9]([CH2:32][C:33]1[CH:38]=[CH:37][CH:36]=[CH:35][CH:34]=1)[C:10]([NH:12][C@H:13]([C:29](=[O:31])[NH2:30])[CH2:14][C:15]1[CH:20]=[CH:19][C:18]([C:21]2[S:25](=[O:27])(=[O:26])[NH:24][C:23](=[O:28])[CH:22]=2)=[CH:17][CH:16]=1)=[O:11].[CH2:39]([O:41][P:42]([C:47]([F:59])([F:58])[C:48]1[CH:53]=[CH:52][C:51]([CH2:54][C:55](O)=[O:56])=[CH:50][CH:49]=1)([O:44][CH2:45][CH3:46])=[O:43])[CH3:40]>>[CH2:39]([O:41][P:42]([C:47]([C:48]1[CH:49]=[CH:50][C:51]([CH2:54][C:55](=[O:56])[NH:8][C@H:9]([C:10](=[O:11])[NH:12][C@H:13]([C:29](=[O:31])[NH2:30])[CH2:14][C:15]2[CH:16]=[CH:17][C:18]([C:21]3[S:25](=[O:27])(=[O:26])[NH:24][C:23](=[O:28])[CH:22]=3)=[CH:19][CH:20]=2)[CH2:32][C:33]2[CH:34]=[CH:35][CH:36]=[CH:37][CH:38]=2)=[CH:52][CH:53]=1)([F:59])[F:58])(=[O:43])[O:44][CH2:45][CH3:46])[CH3:40] |f:0.1|. Reported procedure: This compound was prepared according to the procedure of Example 1.1, Step 10, using 1.38-B of Step 2 and {4-[(diethoxy-phosphoryl)-difluoro-methyl]-phenyl}-acetic acid (Biochemistry, 2003, 42, 12792) as the starting materials. LCMS found for C34H38F2N4O9PS (M+H)+: m/z=747. Reactants: NC[C@@H]1N(CCC[C@@H]1C)C(=O)C=1N=C(SC1C1=CC=C(C=C1)F)C (rac-cis-(2-(aminomethyl)-3-methylpiperidin-1-yl)(5-(4-fluorophenyl)-2-methylthiazol-4-yl)methanone), COC1=NC(=NC=C1)Cl (4-methoxy-2-chloropyrimidine), CCN(C(C)C)C(C)C (DIPEA). The solvent is C(C)(C)O (isopropanol). Reaction conditions: temperature 110 celsius, time 18 hour. Yields the product FC1=CC=C(C=C1)C1=C(N=C(S1)C)C(=O)N1[C@H]([C@H](CCC1)C)CNC1=NC=CC(=N1)OC (rac-cis-(5-(4-Fluorophenyl)-2-methylthiazol-4-yl)(2-(((4-methoxypyrimidin-2-yl)amino)methyl)-3-methylpiperidin-1-yl)methanone). RXN SMILES: [NH2:1][CH2:2][C@H:3]1[C@@H:8]([CH3:9])[CH2:7][CH2:6][CH2:5][N:4]1[C:10]([C:12]1[N:13]=[C:14]([CH3:24])[S:15][C:16]=1[C:17]1[CH:22]=[CH:21][C:20]([F:23])=[CH:19][CH:18]=1)=[O:11].[CH3:25][O:26][C:27]1[CH:32]=[CH:31][N:30]=[C:29](Cl)[N:28]=1.CCN(C(C)C)C(C)C>C(O)(C)C>[F:23][C:20]1[CH:19]=[CH:18][C:17]([C:16]2[S:15][C:14]([CH3:24])=[N:13][C:12]=2[C:10]([N:4]2[CH2:5][CH2:6][CH2:7][C@H:8]([CH3:9])[C@@H:3]2[CH2:2][NH:1][C:29]2[N:28]=[C:27]([O:26][CH3:25])[CH:32]=[CH:31][N:30]=2)=[O:11])=[CH:22][CH:21]=1. Procedure: A mixture of rac-cis-(2-(aminomethyl)-3-methylpiperidin-1-yl)(5-(4-fluorophenyl)-2-methylthiazol-4-yl)methanone, 4-methoxy-2-chloropyrimidine, and DIPEA in isopropanol was stirred at 110° C. for 18 h. The reaction was cooled and concentrated in vacuo. The crude reaction mixture was purified by reverse-phase preparative HPLC to afford the title compound. MS (ESI) 456.02 (M+H). The reactants are ClC1=NC(=NC(=N1)C1=C(C=CC(=C1)Cl)C)NC1=CC=C(C=C1)CO ({4-[4-Chloro-6-(5-chloro-2-methyl-phenyl)-[1,3,5]triazin-2-ylamino]-phenyl}-methanol), C(C)(C)(C)OC(=O)NCC(=O)O (N-tert-butoxycarbonyl glycine), N,N-dimethylaminopyridine, CC(C)N=C=NC(C)C (N,N-diisopropylcarbodiimide). The solvent is CN(C=O)C (dimethylformamide). Run at time 12 hour. The product is NC1=NC(=NC(=N1)C1=C(C=CC(=C1)Cl)C)NC1=CC=C(COC(CNC(=O)OC(C)(C)C)=O)C=C1 (2-tert-butoxycarbonylamino-acetic acid 4-[4-amino-6-(5-chloro-2-methyl-phenyl)-[1,3,5]triazin-2yl-amino]-benzyl ester). Yield: 105.2%. Reaction SMILES: Cl[C:2]1[N:7]=[C:6]([C:8]2[CH:13]=[C:12]([Cl:14])[CH:11]=[CH:10][C:9]=2[CH3:15])[N:5]=[C:4]([NH:16][C:17]2[CH:22]=[CH:21][C:20]([CH2:23][OH:24])=[CH:19][CH:18]=2)[N:3]=1.[C:25]([O:29][C:30]([NH:32][CH2:33][C:34]([OH:36])=O)=[O:31])([CH3:28])([CH3:27])[CH3:26].CC([N:40]=C=NC(C)C)C>CN(C)C=O>[NH2:40][C:2]1[N:7]=[C:6]([C:8]2[CH:13]=[C:12]([Cl:14])[CH:11]=[CH:10][C:9]=2[CH3:15])[N:5]=[C:4]([NH:16][C:17]2[CH:22]=[CH:21][C:20]([CH2:23][O:24][C:34](=[O:36])[CH2:33][NH:32][C:30]([O:29][C:25]([CH3:28])([CH3:27])[CH3:26])=[O:31])=[CH:19][CH:18]=2)[N:3]=1. Procedure: A mixture of the title compound of Example 41 (0.684 g, 2.0 mmol), N-tert-butoxycarbonyl glycine (0.368 g, 2.1 mmol), N,N-dimethylaminopyridine (0.049 g, 0.4 mmol), dimethylformamide (15 ml), and N,N-diisopropylcarbodiimide (0.278 g, 2.2 mmol) was stirred for 12 hours. The mixture was concentrated under reduced pressure. The residue was purified by flash chromatography eluting with 40% ethyl acetate-hexane to provide 2-tert-butoxycarbonylamino-acetic acid 4-[4-amino-6-(5-chloro-2-methyl-phenyl)-...